From a dataset of the Open Reaction Database (ORD), a public repository of structured organic reaction records. describe an organic reaction: reactants, conditions, products, and yield The reactants are COc1ccc(Cn2nc(C(F)(F)F)c3c(N4CCN(C(=O)OC(C)(C)C)CC4)c(C4CC4)cnc32)cc1, ClCCl, O=C(O)C(F)(F)F. The product is COc1ccc(Cn2nc(C(F)(F)F)c3c(N4CCNCC4)c(C4CC4)cnc32)cc1. As a reaction SMILES: [CH:1]1([c:4]2[c:5]([N:26]3[CH2:27][CH2:28][N:29]([C:32]([O:33][C:34]([CH3:35])([CH3:36])[CH3:37])=[O:38])[CH2:30][CH2:31]3)[c:6]3[c:7]([n:8][cH:9]2)[n:10]([CH2:17][c:18]2[cH:19][cH:20][c:21]([O:24][CH3:25])[cH:22][cH:23]2)[n:11][c:12]3[C:13]([F:14])([F:15])[F:16])[CH2:2][CH2:3]1.[Cl:46][CH2:47][Cl:48].[F:39][C:40]([F:41])([F:42])[C:43]([OH:44])=[O:45]>>[CH:1]1([c:4]2[c:5]([N:26]3[CH2:27][CH2:28][NH:29][CH2:30][CH2:31]3)[c:6]3[c:7]([n:8][cH:9]2)[n:10]([CH2:17][c:18]2[cH:19][cH:20][c:21]([O:24][CH3:25])[cH:22][cH:23]2)[n:11][c:12]3[C:13]([F:14])([F:15])[F:16])[CH2:2][CH2:3]1. Reactants: CCc1ccc(-c2c(-c3ccccc3)oc3ncnc(OCC(COCC(=O)OC(C)(C)C)C(C)(C)C)c23)cc1, Cl, C1COCCO1. The product is CCc1ccc(-c2c(-c3ccccc3)oc3ncnc(OCC(COCC(=O)O)C(C)(C)C)c23)cc1. Reaction SMILES: [C:2]([CH3:3])([CH3:4])([CH3:5])[O:6][C:7]([CH2:8][O:9][CH2:10][CH:11]([C:12]([CH3:13])([CH3:14])[CH3:15])[CH2:16][O:17][c:18]1[c:19]2[c:20]([n:21][cH:22][n:23]1)[o:24][c:25](-[c:35]1[cH:36][cH:37][cH:38][cH:39][cH:40]1)[c:26]2-[c:27]1[cH:28][cH:29][c:30]([CH2:33][CH3:34])[cH:31][cH:32]1)=[O:41].[ClH:1].[O:42]1[CH2:43][CH2:44][O:45][CH2:46][CH2:47]1>>[O:6]=[C:7]([CH2:8][O:9][CH2:10][CH:11]([C:12]([CH3:13])([CH3:14])[CH3:15])[CH2:16][O:17][c:18]1[c:19]2[c:20]([n:21][cH:22][n:23]1)[o:24][c:25](-[c:35]1[cH:36][cH:37][cH:38][cH:39][cH:40]1)[c:26]2-[c:27]1[cH:28][cH:29][c:30]([CH2:33][CH3:34])[cH:31][cH:32]1)[OH:41]. Reactants: ClC=1C=CC(=C2N3C(=NC21)N(CCC3)C3=C(C=C(C=C3C)Cl)Cl)C(=O)N (9-chloro-1-(2,4-dichloro-6-methylphenyl)-1,2,3,4-tetrahydropyrimido[1,2-a]benzimidazole-6-carboxamide), S(=O)(Cl)Cl (thionyl chloride), C(O)([O-])=O.[Na+] (sodium hydrogen carbonate), resultant mixture. Run in CN(C=O)C (N,N-dimethylformamide). The product is ClC=1C=CC(=C2N3C(=NC21)N(CCC3)C3=C(C=C(C=C3C)Cl)Cl)C#N (9-Chloro-1-(2,4-dichloro-6-methylphenyl)-1,2,3,4-tetrahydropyrimido[1,2-a]benzimidazole-6-carbonitrile). Isolated yield 67.1%. RXN SMILES: [Cl:1][C:2]1[CH:3]=[CH:4][C:5]([C:24]([NH2:26])=O)=[C:6]2[C:10]=1[N:9]=[C:8]1[N:11]([C:15]3[C:20]([CH3:21])=[CH:19][C:18]([Cl:22])=[CH:17][C:16]=3[Cl:23])[CH2:12][CH2:13][CH2:14][N:7]21.S(Cl)(Cl)=O.C(=O)([O-])O.[Na+]>CN(C)C=O>[Cl:1][C:2]1[CH:3]=[CH:4][C:5]([C:24]#[N:26])=[C:6]2[C:10]=1[N:9]=[C:8]1[N:11]([C:15]3[C:20]([CH3:21])=[CH:19][C:18]([Cl:22])=[CH:17][C:16]=3[Cl:23])[CH2:12][CH2:13][CH2:14][N:7]21 |f:2.3|. Reported procedure: To a solution of 9-chloro-1-(2,4-dichloro-6-methylphenyl)-1,2,3,4-tetrahydropyrimido[1,2-a]benzimidazole-6-carboxamide (850 mg 2.07 mmol) in N,N-dimethylformamide (10 mL) was added thionyl chloride (0.448 mL, 6.21 mmol). The resultant mixture was stirred at 50° C. for 30 min and poured into saturated aqueous sodium hydrogen carbonate at 0° C. The resultant precipitate was collected by filtration, washed with water and diisopropyl ether to give the title compound as a colorless solid (532 mg, 1.3... The reactants are C[Si](C)(C)[N-][Si](C)(C)C.[Na+] (NaHMDS), BrC1=CC=C(CO[C@@H](CO)[C@H]2[C@H](C2)C2CCN(CC2)C2=NC=C(C=N2)CC)C=C1 ((2R)-2-[(4-bromobenzyl)oxy]-2-{(1R,2R)-2-[1-(5-ethylpyrimidin-2-yl)piperidin-4-yl]cyclopropyl}ethanol), CI (MeI). The solvent is C1CCOC1 (THF). Conditions: temperature -78 celsius, time 15 minute. Product: BrC1=CC=C(CO[C@@H](COC)[C@H]2[C@H](C2)C2CCN(CC2)C2=NC=C(C=N2)CC)C=C1 (2-[4-((1R,2R)-2-{(1R)-1-[(4-bromobenzyl)oxy]-2-methoxyethyl}cyclopropyl)piperidin-1-yl]-5-ethylpyrimidine). Reaction SMILES: [Br:1][C:2]1[CH:29]=[CH:28][C:5]([CH2:6][O:7][C@H:8]([C@@H:11]2[CH2:13][C@@H:12]2[CH:14]2[CH2:19][CH2:18][N:17]([C:20]3[N:25]=[CH:24][C:23]([CH2:26][CH3:27])=[CH:22][N:21]=3)[CH2:16][CH2:15]2)[CH2:9][OH:10])=[CH:4][CH:3]=1.[CH3:30][Si]([N-][Si](C)(C)C)(C)C.[Na+].CI>C1COCC1>[Br:1][C:2]1[CH:29]=[CH:28][C:5]([CH2:6][O:7][C@H:8]([C@@H:11]2[CH2:13][C@@H:12]2[CH:14]2[CH2:15][CH2:16][N:17]([C:20]3[N:21]=[CH:22][C:23]([CH2:26][CH3:27])=[CH:24][N:25]=3)[CH2:18][CH2:19]2)[CH2:9][O:10][CH3:30])=[CH:4][CH:3]=1 |f:1.2|. Reported procedure: To a cold (−78° C.), stirred solution of the product of step F (0.70 g, 1.52 mmol) in THF (6 mL) was added NaHMDS (1.6 mL of 1.0 M solution in THF, 1.60 mmol) dropwise. Upon stirring at −78° C. for 15 min the mixture was warmed to 0° C. when MeI (0.43 g, 3.04 mmol) was added. The cold bath was removed and the mixture was stirred at RT for 3 h before being quenched with a saturated aqueous solution of NH4Cl. The solution was extracted with Et2O (×3). The combined organic layers were dried over an...